describe an organic reaction: reactants, conditions, products, and yield From a dataset of the Open Reaction Database (ORD), a public repository of structured organic reaction records. The reactants are OO (hydrogen peroxide), [OH-].[Na+] (sodium hydroxide), C(C)(C)[C@H]1[C@H](C[C@@H](CC1)C)C#N ((1S,2S,5R)-2-isopropyl-5-methylcyclohexanecarbonitrile). Solvent: O (water), CS(=O)C (dimethyl sulfoxide). Conditions: time 20 hour. The product is C(C)(C)[C@H]1[C@H](C[C@@H](CC1)C)C(=O)N ((1S,2S,5R)-2-isopropyl-5-methylcyclohexanecarboxamide). Reaction SMILES: [CH:1]([C@@H:4]1[CH2:9][CH2:8][C@@H:7]([CH3:10])[CH2:6][C@@H:5]1[C:11]#[N:12])([CH3:3])[CH3:2].[OH:13]O.[OH-].[Na+]>CS(C)=O.O>[CH:1]([C@@H:4]1[CH2:9][CH2:8][C@@H:7]([CH3:10])[CH2:6][C@@H:5]1[C:11]([NH2:12])=[O:13])([CH3:3])[CH3:2] |f:2.3|. Procedure details: A solution of 0.105 g (0.634 mmol) of (1S,2S,5R)-2-isopropyl-5-methylcyclohexanecarbonitrile in 4.9 mL of dimethyl sulfoxide was placed in a 10 mL flask with a magnetic stir bar. After adding 0.60 mL of 35% hydrogen peroxide and 0.097 g (1.2 mmol) of 50% sodium hydroxide solutions the flask was capped and stirred at room temperature for 20 h. The reaction mixture was diluted with 10 mL of water, extracted twice with 10 mL of methylene chloride. The combined methylene chloride layers were back ex... Reactants: NC1CC1, O=C1N(c2ccc(OC(F)(F)F)cc2)CCC12CCN(S(=O)(=O)c1cccnc1Cl)CC2. Product: O=C1N(c2ccc(OC(F)(F)F)cc2)CCC12CCN(S(=O)(=O)c1cccnc1NC1CC1)CC2. Reaction SMILES: [CH:33]1([NH2:36])[CH2:34][CH2:35]1.[Cl:1][c:2]1[n:3][cH:4][cH:5][cH:6][c:7]1[S:8](=[O:9])(=[O:10])[N:11]1[CH2:12][CH2:13][C:14]2([CH2:15][CH2:16][N:17]([c:20]3[cH:21][cH:22][c:23]([O:26][C:27]([F:28])([F:29])[F:30])[cH:24][cH:25]3)[C:18]2=[O:19])[CH2:31][CH2:32]1>>[c:2]1([NH:36][CH:33]2[CH2:34][CH2:35]2)[n:3][cH:4][cH:5][cH:6][c:7]1[S:8](=[O:9])(=[O:10])[N:11]1[CH2:12][CH2:13][C:14]2([CH2:15][CH2:16][N:17]([c:20]3[cH:21][cH:22][c:23]([O:26][C:27]([F:28])([F:29])[F:30])[cH:24][cH:25]3)[C:18]2=[O:19])[CH2:31][CH2:32]1. RXN SMILES: [Cl:1][C:2]1[CH:7]=CC=C(C#N)[N:3]=1.[CH3:10][Mg]I.[CH2:13]1[CH2:17][O:16][CH2:15][CH2:14]1>C(OCC)C>[Cl:1][C:2]1[CH:7]=[CH:15][CH:14]=[C:13]([C:17](=[O:16])[CH3:10])[N:3]=1. Procedure details: A solution of 2-chloro-6-cyanopyridine (50 g) in THF (400 ml) is cooled to −5° C. and a solution of methylmagnesium iodide in diethyl ether (3 M, 200 ml) is added. After 1 h at 0° C. the ether is destilled off and the THF-mixture is heated to 60° C. for 1 h. The THF is evaporated and the residue is treated with ice water and acidified with 2 M hydrochloric acid. The water phase is extracted with dichloromethane and after drying and evaporation of the organic phase, the residue is purified by sil... The product is ClC1=NC(=CC=C1)C(C)=O (2-chloro-6-acetylpyridine), oil. The reactants are C[Mg]I (methylmagnesium iodide), C1CCOC1 (THF), ClC1=NC(=CC=C1)C#N (2-chloro-6-cyanopyridine), C1CCOC1 (THF). The solvent is C(C)OCC (diethyl ether), CCOCC (ether). The reactants are OC[C@@H](C)NC(=O)C1=CN(C2=NC=C(N=C21)C2=NN(C1=CC(=CC=C21)Cl)C)COCC[Si](C)(C)C (2-(6-chloro-1-methyl-1H-indazol-3-yl)-5-(2-trimethylsilanyl-ethoxymethyl)-5H-pyrrolo[2,3-b]pyrazine-7-carboxylic acid ((R)-2-hydroxy-1-methyl-ethyl)-amide), CI (methyl iodide). Reagents/catalysts: [Ag]=O (silver oxide). Run in CC#N (MeCN). Run at temperature 40 celsius. Yields the product COC[C@@H](C)NC(=O)C1=CN(C2=NC=C(N=C21)C2=NN(C1=CC(=CC=C21)Cl)C)COCC[Si](C)(C)C (2-(6-chloro-1-methyl-1H-indazol-3-yl)-5-(2-trimethylsilanylethoxymethyl)-5H-pyrrolo[2,3-b]pyrazine-7-carboxylic acid ((R)-2-methoxy-1-methyl-ethyl)-amide). The yield is 44.5%. As a reaction SMILES: [OH:1][CH2:2][C@H:3]([NH:5][C:6]([C:8]1[C:16]2[C:11](=[N:12][CH:13]=[C:14]([C:17]3[C:25]4[C:20](=[CH:21][C:22]([Cl:26])=[CH:23][CH:24]=4)[N:19]([CH3:27])[N:18]=3)[N:15]=2)[N:10]([CH2:28][O:29][CH2:30][CH2:31][Si:32]([CH3:35])([CH3:34])[CH3:33])[CH:9]=1)=[O:7])[CH3:4].[CH3:36]I>[Ag]=O.CC#N>[CH3:36][O:1][CH2:2][C@H:3]([NH:5][C:6]([C:8]1[C:16]2[C:11](=[N:12][CH:13]=[C:14]([C:17]3[C:25]4[C:20](=[CH:21][C:22]([Cl:26])=[CH:23][CH:24]=4)[N:19]([CH3:27])[N:18]=3)[N:15]=2)[N:10]([CH2:28][O:29][CH2:30][CH2:31][Si:32]([CH3:34])([CH3:33])[CH3:35])[CH:9]=1)=[O:7])[CH3:4]. Reported procedure: In a 25 mL round-bottomed flask, 2-(6-chloro-1-methyl-1H-indazol-3-yl)-5-(2-trimethylsilanyl-ethoxymethyl)-5H-pyrrolo[2,3-b]pyrazine-7-carboxylic acid ((R)-2-hydroxy-1-methyl-ethyl)-amide (70 mg, 0.136 mmol), silver oxide (51 mg, 0.22 mmol) and methyl iodide (100 μl, 1.6 mmol) were combined with MeCN to give a black suspension. The round bottom flask was wrapped in foil to exclude light. The system was placed in a sand bath and heated to 40° C. with stirring. The temperature was maintained for 2... The reactants are N1=CC=CC=C1 (pyridine), C(C)(C)(C)C=1C(C(=CC(C1)=O)C(C)(C)C)=O (2,6-di-tert-butyl-1,4-benzoquinone), NC1=NC=CN=C1 (aminopyrazine), [Cl-].[Al+3].[Cl-].[Cl-] (aluminum chloride). Solvent: ClC(C)Cl (dichloroethane). Yields the product C(C)(C)(C)C=1C(C(=CC(C1)=NC1=NC=CN=C1)C(C)(C)C)=O (2,6-di-tert-butyl-4-pyrazinylimino-2,5-cyclohexadien-1-one). Isolated yield 58.3%. RXN SMILES: N1C=CC=CC=1.[Cl-].[Al+3].[Cl-].[Cl-].[C:11]([C:15]1[C:16](=[O:26])[C:17]([C:22]([CH3:25])([CH3:24])[CH3:23])=[CH:18][C:19](=O)[CH:20]=1)([CH3:14])([CH3:13])[CH3:12].[NH2:27][C:28]1[CH:33]=[N:32][CH:31]=[CH:30][N:29]=1>ClC(Cl)C>[C:11]([C:15]1[C:16](=[O:26])[C:17]([C:22]([CH3:25])([CH3:24])[CH3:23])=[CH:18][C:19](=[N:27][C:28]2[CH:33]=[N:32][CH:31]=[CH:30][N:29]=2)[CH:20]=1)([CH3:14])([CH3:13])[CH3:12] |f:1.2.3.4|. Reported procedure: A 1.62 ml quantity of pyridine was dissolved in 60 ml of dichloroethane. To the solution was added 0.89 g of aluminum chloride powder, and the mixture was refluxed with heating for 15 minutes. Then to the mixture were added 2.20 g of 2,6-di-tert-butyl-1,4-benzoquinone and 0.95 g of aminopyrazine, and the mixture was refluxed under heating for 17.5 hours. The reaction mixture was cooled to room temperature and filtered through a Celite pad and the insoluble materials were washed there with diclor... Reactants: Fc1ccc(N(Cc2ccccc2)Cc2ccccc2)c(F)c1-c1nn2c(c1-c1ccncc1)SCC2, Cc1ccccc1, CCOC(C)=O, O=S(=O)(O)C(F)(F)F. The product is Nc1ccc(F)c(-c2nn3c(c2-c2ccncc2)SCC3)c1F. RXN SMILES: [CH2:1]([N:8]([CH2:2][c:3]1[cH:4][cH:5][cH:6][cH:7][cH:31]1)[c:9]1[c:10]([F:30])[c:11](-[c:16]2[n:17][n:18]3[c:19]([c:23]2-[c:24]2[cH:25][cH:26][n:27][cH:28][cH:29]2)[S:20][CH2:21][CH2:22]3)[c:12]([F:15])[cH:13][cH:14]1)[c:32]1[cH:33][cH:34][cH:35][cH:36][cH:37]1.[CH3:46][c:47]1[cH:48][cH:49][cH:50][cH:51][cH:52]1.[CH3:53][CH2:54][O:55][C:56](=[O:57])[CH3:58].[F:38][C:39]([F:40])([F:41])[S:42]([OH:43])(=[O:44])=[O:45]>>[NH2:8][c:9]1[c:10]([F:30])[c:11](-[c:16]2[n:17][n:18]3[c:19]([c:23]2-[c:24]2[cH:25][cH:26][n:27][cH:28][cH:29]2)[S:20][CH2:21][CH2:22]3)[c:12]([F:15])[cH:13][cH:14]1. Reactants: CN(C=O)C (Dimethylformamide), ClC(Cl)(OC(OC(Cl)(Cl)Cl)=O)Cl (triphosgene), C(C1=CC=CC=C1)N(C(C)=O)C=CC (N-benzyl-N-(1-Propenyl)acetamide). Run at time 2 hour. The product is ClC1=NC=C(C=C1C=O)C (2-chloro-5-methylpyridine-3-carbaldeyde). The yield is 92.0%. Reaction SMILES: CN(C)C=[O:4].Cl[C:7]([Cl:17])(OC(=O)OC(Cl)(Cl)Cl)Cl.[CH2:18]([N:25](C=CC)C(=O)C)[C:19]1[CH:24]=C[CH:22]=[CH:21][CH:20]=1>>[Cl:17][C:7]1[C:21]([CH:22]=[O:4])=[CH:20][C:19]([CH3:24])=[CH:18][N:25]=1. Reported procedure: Dimethylformamide (2.71 g, 0.037 moles) was added to a well stirred and cooled material of triphosgene (10.99 g, 0.037 moles) at 4° C. in 30 minutes in an ice bath followed by N-benzyl-N-(1-Propenyl)acetamide (1 g, 0.005 moles) at the temperature. The reaction mixture was further continued for 2 hours at 25° C. The ice cold bath was removed and heated to75° C. for 5 hours. Work up procedure was carried out according to the procedure of example 1. The obtained residue was subjected to chromatogra...